From a dataset of the Open Reaction Database (ORD), a public repository of structured organic reaction records. describe an organic reaction: reactants, conditions, products, and yield The reactants are CCC1C(=O)NCCc2ccc(OC)cc21, [H-], CCI, [Na+], CN(C)C=O, O. Product: CCC1C(=O)N(CC)CCc2ccc(OC)cc21. RXN SMILES: [CH2:8]([CH3:9])[CH:10]1[C:11](=[O:23])[NH:12][CH2:13][CH2:14][c:15]2[c:16]1[cH:17][c:18]([O:21][CH3:22])[cH:19][cH:20]2.[H-:2].[I:24][CH2:25][CH3:26].[Na+:1].[O:3]=[CH:4][N:5]([CH3:6])[CH3:7].[OH2:27]>>[CH2:8]([CH3:9])[CH:10]1[C:11](=[O:23])[N:12]([CH2:25][CH3:26])[CH2:13][CH2:14][c:15]2[c:16]1[cH:17][c:18]([O:21][CH3:22])[cH:19][cH:20]2. The reactants are C=O (methanone), C(C)(C)(C)OC(=O)N([C@H](C(=O)N[C@H](C(=O)O)C1CCCCC1)C)C ((S)-[(S)-2-(tert-butoxycarbonyl-methyl-amino)-propionylamino]-cyclohexyl-acetic acid), O.[Cl-].COC1=NC(=NC(=N1)OC)[N+]1(CCOCC1)C (4-(4,6-dimethoxy-[1,3,5]triazin-2-yl)-4-methyl-morpholinium chloride hydrate). The solvent is CCOC(=O)C (EtOAc), C1CCOC1 (THF). Conditions: temperature 20 celsius, time 2 hour. Product: C(C)(C)(C)OC(N(C)CC)=O (ethylmethyl-carbamic acid tert-butyl ester). Yield: 299.1%. As a reaction SMILES: C=O.[C:3]([O:7][C:8]([N:10]([CH3:26])[C@@H:11](C)[C:12](N[C@@H](C1CCCCC1)C(O)=O)=O)=[O:9])([CH3:6])([CH3:5])[CH3:4].O.[Cl-].COC1N=C(OC)N=C([N+]2(C)CCOCC2)N=1>C1COCC1.CCOC(C)=O>[C:3]([O:7][C:8](=[O:9])[N:10]([CH2:11][CH3:12])[CH3:26])([CH3:6])([CH3:5])[CH3:4] |f:2.3.4|. Reported procedure: To a solution of 4-fluoro-phenyl)-(S)-5-pyrrolidin-2-yl-pyridin-3-yl) -methanone (2.57 g, 9.5 mmole) and (S)-[(S)-2-(tert-butoxycarbonyl-methyl-amino)-propionylamino]-cyclohexyl-acetic acid (5) (3.58 g, 10.5 mmole) in 75 mL of THF at 0° C., is added 4-(4,6-dimethoxy-[1,3,5]triazin-2-yl)-4-methyl-morpholinium chloride hydrate (2.97 g, 10.7 mmole) in one portion. After stirring at 20° C. for 2 hours, the reaction mixture is diluted with 100 mL of EtOAc, and washed with 3×20 mL of water. After conc...